From a dataset of the Open Reaction Database (ORD), a public repository of structured organic reaction records. describe an organic reaction: reactants, conditions, products, and yield The reactants are CO, O=C(Nc1ccc2cc(CO)cnc2c1)OCc1ccccc1. The product is Nc1ccc2cc(CO)cnc2c1. As a reaction SMILES: [CH3:24][OH:25].[OH:1][CH2:2][c:3]1[cH:4][n:5][c:6]2[cH:7][c:8]([NH:13][C:14](=[O:15])[O:16][CH2:17][c:18]3[cH:19][cH:20][cH:21][cH:22][cH:23]3)[cH:9][cH:10][c:11]2[cH:12]1>>[OH:1][CH2:2][c:3]1[cH:4][n:5][c:6]2[cH:7][c:8]([NH2:13])[cH:9][cH:10][c:11]2[cH:12]1.